From a dataset of the Open Reaction Database (ORD), a public repository of structured organic reaction records. describe an organic reaction: reactants, conditions, products, and yield Reactants: COC1=CC=NC=C1 (4-methoxypyridine), C[Si](C)(C)C[Li] ((trimethylsilylmethyl)lithium), COC1=NC=CC=C1 (methoxypyridine), alkylmetal. Yields the product C(=O)N1CCCCC1 (N-formylpiperidine), COC1=C(C=NC=C1)C=O (4-methoxy-3-pyridinecarboxaldehyde). As a reaction SMILES: [CH3:1][O:2][C:3]1[CH:8]=[CH:7][CH:6]=[CH:5][N:4]=1.[CH3:9][O:10][C:11]1[CH:16]=[CH:15][N:14]=[CH:13][CH:12]=1.C[Si](C[Li])(C)C>>[CH:9]([N:4]1[CH2:3][CH2:8][CH2:7][CH2:6][CH2:5]1)=[O:10].[CH3:9][O:10][C:11]1[CH:16]=[CH:15][N:14]=[CH:13][C:12]=1[CH:1]=[O:2]. Procedure: A reaction scheme according to embodiments of the present invention is illustrated in FIG. 1. As illustrated in FIG. 1, methoxypyridine is deprotonated using the alkylmetal reagent (trimethylsilylmethyl)lithium. According to embodiments of the present invention, 4-methoxypyridine may be reacted with (trimethylsilylmethyl)lithium then N-formylpiperidine to produce 4-methoxy-3-pyridinecarboxaldehyde (MPC). The reaction is carried out at a temperature of about −20° C. or less in the presence of tet... The reactants are NC=1C=CC(=C(C1)C1=C(C=C(C=C1)C(F)(F)F)CN1C(O[C@@H]([C@@H]1C)C1=CC(=CC(=C1)C(F)(F)F)C(F)(F)F)=O)OC ((4S,5R)-3-{[5′-amino-2′-methoxy-4-(trifluoromethyl)biphenyl-2-yl]methyl}-5-[3,5-bis(trifluoromethyl)phenyl]-4-methyl-1,3-oxazolidin-2-one), N#N (N2), CSSC (methyl disulfide), N(=O)OC(C)(C)C (t-butyl nitrite). Solvent: C(Cl)(Cl)Cl (CHCl3), hexanes. Run at time 30 minute. Yields the product FC(C=1C=C(C=C(C1)C(F)(F)F)[C@@H]1[C@@H](N(C(O1)=O)CC1=C(C=CC(=C1)C(F)(F)F)C1=C(C=CC(=C1)SC)OC)C)(F)F ((4S,5R)-5-[3,5-bis(trifluoromethyl)phenyl]-3-{[2′-methoxy-5′-(methylthio)-4-(trifluoromethyl)biphenyl-2-yl]methyl}-4-methyl-1,3-oxazolidin-2-one). As a reaction SMILES: N[C:2]1[CH:3]=[CH:4][C:5]([O:40][CH3:41])=[C:6]([C:8]2[CH:13]=[CH:12][C:11]([C:14]([F:17])([F:16])[F:15])=[CH:10][C:9]=2[CH2:18][N:19]2[C@@H:23]([CH3:24])[C@@H:22]([C:25]3[CH:30]=[C:29]([C:31]([F:34])([F:33])[F:32])[CH:28]=[C:27]([C:35]([F:38])([F:37])[F:36])[CH:26]=3)[O:21][C:20]2=[O:39])[CH:7]=1.N#N.[CH3:44][S:45]SC.N(OC(C)(C)C)=O>C(Cl)(Cl)Cl>[F:36][C:35]([F:38])([F:37])[C:27]1[CH:26]=[C:25]([C@H:22]2[O:21][C:20](=[O:39])[N:19]([CH2:18][C:9]3[CH:10]=[C:11]([C:14]([F:15])([F:17])[F:16])[CH:12]=[CH:13][C:8]=3[C:6]3[CH:7]=[C:2]([S:45][CH3:44])[CH:3]=[CH:4][C:5]=3[O:40][CH3:41])[C@H:23]2[CH3:24])[CH:30]=[C:29]([C:31]([F:32])([F:33])[F:34])[CH:28]=1. Procedure: To a solution of (4S,5R)-3-{[5′-amino-2′-methoxy-4-(trifluoromethyl)biphenyl-2-yl]methyl}-5-[3,5-bis(trifluoromethyl)phenyl]-4-methyl-1,3-oxazolidin-2-one (Example 123) (40 mg, 0.0676 mmol) in CHCl3 (1 mL) that had been degassed with N2 was added methyl disulfide (10 μL, 0.101 mmol) and t-butyl nitrite (16 μL, 0.135 mmol). The reaction was stirred at room temperature for 30 minutes and then heated to reflux for 2 hours. The reaction was then cooled to room temperature and diluted with hexanes (3...